Dataset: the Open Reaction Database (ORD), a public repository of structured organic reaction records. Task: describe an organic reaction: reactants, conditions, products, and yield Starting materials: S1CCNCC2=C1C(CS2)=C(C(=O)OCC)C(=O)OCC (diethyl [3,4-dihydrothieno[2,3-f][1,4]thiazepin-8(5H)-ylidene]malonate), C[O-].[Na+] (sodium methylate). The solvent is C(C)O (ethanol). Product: S1CC=NCC2=C1C(CS2)=CC(=O)OCC (ethyl [6,7-dihydrothieno[2,3-f][1,4]thiazepine-8-(5H)-ylidene]acetate). As a reaction SMILES: [S:1]1[C:7]2[C:8](=[C:11](C(OCC)=O)[C:12]([O:14][CH2:15][CH3:16])=[O:13])[CH2:9][S:10][C:6]=2[CH2:5][NH:4][CH2:3][CH2:2]1.C[O-].[Na+]>C(O)C>[S:1]1[C:7]2[C:8](=[CH:11][C:12]([O:14][CH2:15][CH3:16])=[O:13])[CH2:9][S:10][C:6]=2[CH2:5][N:4]=[CH:3][CH2:2]1 |f:1.2|. Procedure: (cb) 2.56 g of diethyl [3,4-dihydrothieno[2,3-f][1,4]thiazepin-8(5H)-ylidene]malonate was suspended in 15.6 ml of ethanol and, after the addition of 4.3 ml of 2N ethanolic sodium methylate solution, the mixture was heated to reflux until the reaction was completed. The solvent was removed in vacuo and the residue was taken up in 60 ml of water and extracted several times with methylene chloride. After washing the organic phases with water and drying with sodium sulfate, they were chromatographed...